describe an organic reaction: reactants, conditions, products, and yield From a dataset of the Open Reaction Database (ORD), a public repository of structured organic reaction records. The reactants are COC(=O)c1ccc(CCC(CCCCC#N)C(=O)O)cc1, O=C([O-])O, C1CCOC1. Product: COC(=O)c1ccc(CCC(CO)CCCCC#N)cc1. Reaction SMILES: [C:1](=[O:2])([OH:3])[CH:4]([CH2:5][CH2:6][c:7]1[cH:8][cH:9][c:10]([C:11](=[O:12])[O:13][CH3:14])[cH:15][cH:16]1)[CH2:17][CH2:18][CH2:19][CH2:20][C:21]#[N:22].[C:23](=[O:24])([OH:25])[O-:26].[CH2:27]1[O:28][CH2:29][CH2:30][CH2:31]1>>[CH2:1]([OH:2])[CH:4]([CH2:5][CH2:6][c:7]1[cH:8][cH:9][c:10]([C:11](=[O:12])[O:13][CH3:14])[cH:15][cH:16]1)[CH2:17][CH2:18][CH2:19][CH2:20][C:21]#[N:22]. The reactants are C1(=CC=CC=C1)NN (phenylhydrazine), FC(C(=O)C=C1OC(OC1)(C)C)(F)F (1,1,1-trifluoro-3-(2,2-dimethyl-1,3-dioxolan-4-ylidene)acetone). The product is OCC1=NN(C(C1)(O)C(F)(F)F)C1=CC=CC=C1 (3-(Hydroxymethyl)-1-phenyl-5-(trifluoromethyl)-4,5-dihydro-1H-pyrazol-5-ol). RXN SMILES: [C:1]1([NH:7][NH2:8])[CH:6]=[CH:5][CH:4]=[CH:3][CH:2]=1.[F:9][C:10]([F:22])([F:21])[C:11]([CH:13]=[C:14]1[CH2:18][O:17]C(C)(C)O1)=[O:12]>>[OH:17][CH2:18][C:14]1[CH2:13][C:11]([C:10]([F:22])([F:21])[F:9])([OH:12])[N:7]([C:1]2[CH:6]=[CH:5][CH:4]=[CH:3][CH:2]=2)[N:8]=1. Procedure details: The procedure is as described in example 1, but using phenylhydrazine and 1,1,1-trifluoro-3-(2,2-dimethyl-1,3-dioxolan-4-ylidene)acetone. Reactants: BrC=1C=C(C=NC1)C(=O)N=S(=O)(C)C=1C=C(C=CC1)CC(=O)OC (methyl (3-{N-[(5-bromopyridin-3-yl)carbonyl]-S-methylsulfonimidoyl}phenyl)acetate), C(#C)C=1C=C(C=CC1)NC(=O)C1=CC(=NN1C)C (N-(3-ethynylphenyl)-1,3-dimethyl-1H-pyrazole-5-carboxamide), foam. Yields the product CN1N=C(C=C1C(=O)NC=1C=C(C=CC1)C#CC=1C=C(C=NC1)C(=O)N=S(=O)(C)C=1C=C(C=CC1)CC(=O)OC)C (methyl {3-[N-({5-[(3-{[(1,3-dimethyl-1H-pyrazol-5-yl)carbonyl]amino}phenyl)ethynyl]pyridin-3-yl}carbonyl)-S-methylsulfonimidoyl]phenyl}acetate). Reaction SMILES: Br[C:2]1[CH:3]=[C:4]([C:8]([N:10]=[S:11]([C:14]2[CH:15]=[C:16]([CH2:20][C:21]([O:23][CH3:24])=[O:22])[CH:17]=[CH:18][CH:19]=2)([CH3:13])=[O:12])=[O:9])[CH:5]=[N:6][CH:7]=1.[C:25]([C:27]1[CH:28]=[C:29]([NH:33][C:34]([C:36]2[N:40]([CH3:41])[N:39]=[C:38]([CH3:42])[CH:37]=2)=[O:35])[CH:30]=[CH:31][CH:32]=1)#[CH:26]>>[CH3:41][N:40]1[C:36]([C:34]([NH:33][C:29]2[CH:28]=[C:27]([C:25]#[C:26][C:2]3[CH:3]=[C:4]([C:8]([N:10]=[S:11]([C:14]4[CH:15]=[C:16]([CH2:20][C:21]([O:23][CH3:24])=[O:22])[CH:17]=[CH:18][CH:19]=4)([CH3:13])=[O:12])=[O:9])[CH:5]=[N:6][CH:7]=3)[CH:32]=[CH:31][CH:30]=2)=[O:35])=[CH:37][C:38]([CH3:42])=[N:39]1. Procedure details: In a manner similar to that described in Example 460, methyl (3-{N-[(5-bromopyridin-3-yl)carbonyl]-S-methylsulfonimidoyl}phenyl)acetate (202 mg, 0.492 mmol) and N-(3-ethynylphenyl)-1,3-dimethyl-1H-pyrazole-5-carboxamide (153 mg, 0.64 mmol), were converted to the title compound as a light yellow solid foam (275 mg, 98%).